From a dataset of the Open Reaction Database (ORD), a public repository of structured organic reaction records. describe an organic reaction: reactants, conditions, products, and yield The reactants are NC1=CC(N(C(N1CC1CCCCC1)=O)CC1CCCCC1)=O (6-amino-1,3-bis(cyclohexylmethyl)uracil), NC1=C(C(N(C(N1CC1CCCCC1)=O)CC1CCCCC1)=O)N=O (6-amino 1,3-bis(cyclohexylmethyl)-5-nitrosouracil), C(=O)C=1C=C(C(=O)O)C=CC1 (3-formylbenzoic acid). Yields the product C1(CCCCC1)CN1C(=O)N(C(=O)C(=C1N)N)CC1CCCCC1 (1,3-Bis(cyclohexylmethyl)-5,6-diaminouracil), C1(CCCCC1)CN1C(N(C=2NC(=NC2C1=O)C1=C(C(=O)O)C=CC=C1)CC1CCCCC1)=O ((1,3-Bis(cyclohexylmethyl)-1,2,3,6-tetrahydro-2,6-dioxo-9H-purin-8-yl]benzoic acid). Isolated yield 85.0%. Reaction SMILES: [NH2:1][C:2]1[N:7]([CH2:8][CH:9]2[CH2:14][CH2:13][CH2:12][CH2:11][CH2:10]2)[C:6](=[O:15])[N:5]([CH2:16][CH:17]2[CH2:22][CH2:21][CH2:20][CH2:19][CH2:18]2)[C:4](=[O:23])[CH:3]=1.[NH2:24][C:25]1[N:30]([CH2:31][CH:32]2[CH2:37][CH2:36][CH2:35][CH2:34][CH2:33]2)[C:29](=[O:38])[N:28]([CH2:39][CH:40]2[CH2:45][CH2:44][CH2:43][CH2:42][CH2:41]2)[C:27](=[O:46])[C:26]=1[N:47]=O.C([C:51]1[CH:52]=[C:53]([CH:57]=[CH:58][CH:59]=1)[C:54]([OH:56])=[O:55])=O>>[CH:32]1([CH2:31][N:30]2[C:25]([NH2:24])=[C:26]([NH2:47])[C:27](=[O:46])[N:28]([CH2:39][CH:40]3[CH2:45][CH2:44][CH2:43][CH2:42][CH2:41]3)[C:29]2=[O:38])[CH2:33][CH2:34][CH2:35][CH2:36][CH2:37]1.[CH:17]1([CH2:16][N:5]2[C:4](=[O:23])[C:3]3[N:24]=[C:25]([C:52]4[CH:51]=[CH:59][CH:58]=[CH:57][C:53]=4[C:54]([OH:56])=[O:55])[NH:1][C:2]=3[N:7]([CH2:8][CH:9]3[CH2:14][CH2:13][CH2:12][CH2:11][CH2:10]3)[C:6]2=[O:15])[CH2:18][CH2:19][CH2:20][CH2:21][CH2:22]1. Reported procedure: 1,3-Bis(cyclohexylmethyl)-5,6-diaminouracil was prepared as in part (d) of Example 1 by reduction of 1, 6-amino 1,3-bis(cyclohexylmethyl)-5-nitrosouracil (2.00 g) and immediately condensed with 3-formylbenzoic acid (Aldrich, 1.424 g) by the method of J. Perumattam (Synthetic Commun. 1989, 19: 3367-3370) to give title compound as an off-white solid (2.27 g, 85%), m.p. >250° C.; 1H-NMR (DMSO-d6) consistent with structure. Reactants: N1(CCCCC1)CC=1C=C(OCCCNC(CO)=O)C=CC1 (N-[3-[3-(1-piperidinylmethyl)phenoxy]propyl]hydroxyacetamide), C(C1=CC=CC=C1)(=O)Cl (benzoyl chloride). Run in N1=CC=CC=C1 (pyridine). Run at time 2 hour. The product is N1(CCCCC1)CC=1C=C(OCCCNC(COC(C2=CC=CC=C2)=O)=O)C=CC1 (N-[3-[3-(1-piperidinylmethyl)phenoxy]propyl]benzoyloxyacetamide). The yield is 82.1%. RXN SMILES: [N:1]1([CH2:7][C:8]2[CH:9]=[C:10]([CH:20]=[CH:21][CH:22]=2)[O:11][CH2:12][CH2:13][CH2:14][NH:15][C:16](=[O:19])[CH2:17][OH:18])[CH2:6][CH2:5][CH2:4][CH2:3][CH2:2]1.[C:23](Cl)(=[O:30])[C:24]1[CH:29]=[CH:28][CH:27]=[CH:26][CH:25]=1>N1C=CC=CC=1>[N:1]1([CH2:7][C:8]2[CH:9]=[C:10]([CH:20]=[CH:21][CH:22]=2)[O:11][CH2:12][CH2:13][CH2:14][NH:15][C:16](=[O:19])[CH2:17][O:18][C:23](=[O:30])[C:24]2[CH:29]=[CH:28][CH:27]=[CH:26][CH:25]=2)[CH2:6][CH2:5][CH2:4][CH2:3][CH2:2]1. Procedure details: 150 mg of N-[3-[3-(1-piperidinylmethyl)phenoxy]propyl]hydroxyacetamide was dissolved in 0.5 ml of pyridine, and 150 mg of benzoyl chloride was added dropwise to the solution under ice cooling. After the addition, the mixture was stirred at room temperature for 2 hours. The solvent was distilled off and water was added. The mixture was alkalized with aqueous ammonia, and extracted with ethyl acetate. The extract was dried over anhydrous magnesium sulfate, and the solvent was distilled off. The re... Reactants: CCOC(=O)CC1C(c2ccc(O)cc2)C1(C)C, CCOC(=O)N=NC(=O)OCC, CN(C)C=O, c1ccc(P(c2ccccc2)c2ccccc2)cc1, NC(O)Cc1ccc2c(n1)NCCC2. The product is O=P(c1ccccc1)(c1ccccc1)c1ccccc1. As a reaction SMILES: [CH3:27][C:28]1([CH3:29])[CH:30]([c:31]2[cH:32][cH:33][c:34]([OH:35])[cH:36][cH:37]2)[CH:38]1[CH2:39][C:40]([O:41][CH2:42][CH3:43])=[O:44].[O:15]=[C:16]([O:17][CH2:18][CH3:19])[N:20]=[N:21][C:22]([O:23][CH2:24][CH3:25])=[O:26].[O:64]=[CH:65][N:66]([CH3:67])[CH3:68].[c:45]1([P:51]([c:52]2[cH:53][cH:54][cH:55][cH:56][cH:57]2)[c:58]2[cH:59][cH:60][cH:61][cH:62][cH:63]2)[cH:46][cH:47][cH:48][cH:49][cH:50]1.[n:1]1[c:2]2[c:7]([cH:8][cH:9][c:10]1[CH2:11][CH:12]([OH:13])[NH2:14])[CH2:6][CH2:5][CH2:4][NH:3]2>>[O:13]=[P:51]([c:45]1[cH:46][cH:47][cH:48][cH:49][cH:50]1)([c:52]1[cH:53][cH:54][cH:55][cH:56][cH:57]1)[c:58]1[cH:59][cH:60][cH:61][cH:62][cH:63]1.